Dataset: the Open Reaction Database (ORD), a public repository of structured organic reaction records. Task: describe an organic reaction: reactants, conditions, products, and yield Reactants: N12CC(C(CC1)CC2)OC2=CC=C(OC1=CC=C(C=C1)O)C=C2 (4-[4-(1-azabicyclo[2.2.2]oct-3-yloxy)phenoxy]phenol), Cl (HCl), O1CCOCC1 (1,4-dioxane). Run in C(C)(=O)OCC (ethyl acetate). The product is Cl.N12CC(C(CC1)CC2)OC2=CC=C(OC1=CC=C(C=C1)O)C=C2 (4-[4-(1-azabicyclo[2.2.2]oct-3-yloxy)phenoxy]phenol hydrochloride). Isolated yield 59.0%. RXN SMILES: [N:1]12[CH2:8][CH2:7][CH:4]([CH2:5][CH2:6]1)[CH:3]([O:9][C:10]1[CH:23]=[CH:22][C:13]([O:14][C:15]3[CH:20]=[CH:19][C:18]([OH:21])=[CH:17][CH:16]=3)=[CH:12][CH:11]=1)[CH2:2]2.[ClH:24].O1CCOCC1>C(OCC)(=O)C>[ClH:24].[N:1]12[CH2:8][CH2:7][CH:4]([CH2:5][CH2:6]1)[CH:3]([O:9][C:10]1[CH:11]=[CH:12][C:13]([O:14][C:15]3[CH:20]=[CH:19][C:18]([OH:21])=[CH:17][CH:16]=3)=[CH:22][CH:23]=1)[CH2:2]2 |f:4.5|. Procedure details: The product of Example 7A (210 mg, 0.68 mmol) in ethyl acetate (5 mL) was treated with 4M HCl in 1,4-dioxane (0.5 mL, 2 mmol) to provide the title compound as a solid (140 mg, yield, 59%). 1H NMR (MeOH-d4, 300 MHz) δ 1.73–2.19 (m, 3H), 2.21–2.40 (m, 1H), 2.41–2.56 (m, 1H), 3.30–3.50 (m, 5H), 3.69–3.83 (m, 1H), 4.80 (m, 1H), 6.59–7.04 (m, 8H) ppm. MS (DCl/NH3) m/z 312 (M+H)+. Anal. calculated for C19H21NO3.1.0HCl: C, 65.61; H, 6.37; N, 4.03. Found: C, 65.31; H, 6.32; N, 3.86. Reactants: NC1=C(C#N)C(=CC=C1)NC (2-amino-6-(methylamino)benzonitrile), N1=CC=CC=C1 (pyridine), O (water), C(C)(=O)OCC(=O)Cl (acetoxyacetyl chloride). The solvent is C(Cl)Cl (methylene chloride). Reaction conditions: time 1 hour. The product is C(C)(=O)OCC(=O)NC1=C(C#N)C(=CC=C1)NC (2-(acetoxyacetylamino)-6-(methylamino)benzonitrile). RXN SMILES: [NH2:1][C:2]1[CH:9]=[CH:8][CH:7]=[C:6]([NH:10][CH3:11])[C:3]=1[C:4]#[N:5].N1C=CC=CC=1.[C:18]([O:21][CH2:22][C:23](Cl)=[O:24])(=[O:20])[CH3:19].O>C(Cl)Cl>[C:18]([O:21][CH2:22][C:23]([NH:1][C:2]1[CH:9]=[CH:8][CH:7]=[C:6]([NH:10][CH3:11])[C:3]=1[C:4]#[N:5])=[O:24])(=[O:20])[CH3:19]. Procedure details: To a solution of 2-amino-6-(methylamino)benzonitrile (4.4 g) in methylene chloride (50 ml) is added pyridine (4.9 ml), and thereto is added dropwise acetoxyacetyl chloride (6.5 ml) which is cooled in an ice bath. The mixture is stirred at room temperature for 1 hour, and thereafter, water is added thereto, and the mixture is extracted with methylene chloride. The organic layer is dried over anhydrous sodium sulfate, and the solvent is distilled off under reduced pressure. The resulting crude cry... Starting materials: Cl.CC1(OC2=CC(=CC=C2C(=C1)C1=CC(=CC=C1)C(F)(F)F)OCCN(C)C)C (2,2-dimethyl-7-dimethylaminoethyloxy-4-(3-trifluoromethylphenyl)-2H-chromene hydrochloride), [H][H] (hydrogen). The reagents and catalysts are [Pd] (palladium on charcoal). Run in C(C)O (ethanol). The product is Cl.CC1(OC2=CC(=CC=C2C(C1)C1=CC(=CC=C1)C(F)(F)F)OCCN(C)C)C (2,2-Dimethyl-7-dimethylaminoethyloxy-4-(3-trifluoromethylphenyl)chroman hydrochloride). Isolated yield 74.2%. RXN SMILES: [ClH:1].[CH3:2][C:3]1([CH3:29])[CH:12]=[C:11]([C:13]2[CH:18]=[CH:17][CH:16]=[C:15]([C:19]([F:22])([F:21])[F:20])[CH:14]=2)[C:10]2[C:5](=[CH:6][C:7]([O:23][CH2:24][CH2:25][N:26]([CH3:28])[CH3:27])=[CH:8][CH:9]=2)[O:4]1.[H][H]>C(O)C.[Pd]>[ClH:1].[CH3:2][C:3]1([CH3:29])[CH2:12][CH:11]([C:13]2[CH:18]=[CH:17][CH:16]=[C:15]([C:19]([F:20])([F:22])[F:21])[CH:14]=2)[C:10]2[C:5](=[CH:6][C:7]([O:23][CH2:24][CH2:25][N:26]([CH3:27])[CH3:28])=[CH:8][CH:9]=2)[O:4]1 |f:0.1,5.6|. Procedure: To a solution of 2,2-dimethyl-7-dimethylaminoethyloxy-4-(3-trifluoromethylphenyl)-2H-chromene hydrochloride (4.96 g) in ethanol (75 ml) was added 10% palladium on charcoal. The mixture was hydrogenated under hydrogen (1 atmosphere pressure) at ambient temperature (about 18° C.) until no further hydrogen was taken up. The mixture was filtered and the solvent removed from the resulting filtrate under reduced pressure to yield the title compound (3.7 g), m.p. 188°-190° C. Run at temperature 25 celsius, time 10 minute. The product is ClC=1C=C(C=CC1S(=O)(=O)C)C(C(=O)NC1=NN(C=C1)CC1=CC=C(C(=O)N)C=C1)CC1CCCC1 (4-{3-[2-(3-chloro-4-methanesulfonyl-phenyl)-3-cyclopentyl-propionylamino]-pyrazol-1-ylmethyl}-benzamide). Reagents/catalysts: [OH-].[NH4+] (ammonium hydroxide). Isolated yield 48.7%. The reactants are solution, C(C(=O)Cl)(=O)Cl (oxalyl chloride), ClC=1C=C(C=CC1S(=O)(=O)C)[C@H](C(=O)NC1=NN(C=C1)CC1=CC=C(C(=O)O)C=C1)CC1CCCC1 (4-{3-[2-(R)-(3-Chloro-4-methanesulfonyl-phenyl)-3-cyclopentyl-propionylamino]-pyrazol-1-ylmethyl}-benzoic acid), N1=C(C=CC=C1C)C (2,6-lutidine). Run in C(Cl)Cl (methylene chloride), C(Cl)Cl (methylene chloride). RXN SMILES: [Cl:1][C:2]1[CH:3]=[C:4]([C@@H:12]([CH2:31][CH:32]2[CH2:36][CH2:35][CH2:34][CH2:33]2)[C:13]([NH:15][C:16]2[CH:20]=[CH:19][N:18]([CH2:21][C:22]3[CH:30]=[CH:29][C:25]([C:26]([OH:28])=O)=[CH:24][CH:23]=3)[N:17]=2)=[O:14])[CH:5]=[CH:6][C:7]=1[S:8]([CH3:11])(=[O:10])=[O:9].C(Cl)(=O)C(Cl)=O.[N:43]1C(C)=CC=CC=1C>C(Cl)Cl.[OH-].[NH4+]>[Cl:1][C:2]1[CH:3]=[C:4]([CH:12]([CH2:31][CH:32]2[CH2:33][CH2:34][CH2:35][CH2:36]2)[C:13]([NH:15][C:16]2[CH:20]=[CH:19][N:18]([CH2:21][C:22]3[CH:30]=[CH:29][C:25]([C:26]([NH2:43])=[O:28])=[CH:24][CH:23]=3)[N:17]=2)=[O:14])[CH:5]=[CH:6][C:7]=1[S:8]([CH3:11])(=[O:10])=[O:9] |f:4.5|. Procedure details: 4-{3-[2-(R)-(3-Chloro-4-methanesulfonyl-phenyl)-3-cyclopentyl-propionylamino]-pyrazol-1-ylmethyl}-benzoic acid (prepared in example 45, 100 mg, 0.19 mmol) was suspended in methylene chloride (1 mL) and a 2.0 M solution of oxalyl chloride in methylene chloride (100 μL, 0.20 mmol) was added and the reaction stirred at 25° C. for 10 min. The solution was chilled to 0° C. and 2,6-lutidine (44 μL, 0.38 mmol) was added. The reaction continued to stir at 0° C. for 20 min. Concentrated aqueous ammonium ... The reactants are O (water), BrCC1=CC2=C(S(CC2)(=O)=O)C=C1 (5-bromomethyl-2,3-dihydro-benzo[b]thiophene 1,1-dioxide), NC=1C(=NOC1)C1=CC=C(C=C1)O (4-(4-amino-isoxazol-3-yl)-phenol), C(=O)([O-])[O-].[K+].[K+] (K2CO3). The reagents and catalysts are [I-].C(CCC)[N+](CCCC)(CCCC)CCCC (tetrabutylammonium iodide). The solvent is CN(C)C=O (DMF). Run at time 4 hour. The product is O=S1(C2=C(CC1)C=C(C=C2)COC2=CC=C(C=C2)C2=NOC=C2N)=O (3-[4-(1,1-dioxo-2,3-dihydro-1H-1lambda*6*-benzo[b]thiophen-5-ylmethoxy)-phenyl]-isoxazol-4-ylamine). The yield is 56.1%. Reaction SMILES: Br[CH2:2][C:3]1[CH:13]=[CH:12][C:6]2[S:7](=[O:11])(=[O:10])[CH2:8][CH2:9][C:5]=2[CH:4]=1.[NH2:14][C:15]1[C:16]([C:20]2[CH:25]=[CH:24][C:23]([OH:26])=[CH:22][CH:21]=2)=[N:17][O:18][CH:19]=1.C([O-])([O-])=O.[K+].[K+].O>CN(C=O)C.[I-].C([N+](CCCC)(CCCC)CCCC)CCC>[O:10]=[S:7]1(=[O:11])[CH2:8][CH2:9][C:5]2[CH:4]=[C:3]([CH2:2][O:26][C:23]3[CH:22]=[CH:21][C:20]([C:16]4[C:15]([NH2:14])=[CH:19][O:18][N:17]=4)=[CH:25][CH:24]=3)[CH:13]=[CH:12][C:6]1=2 |f:2.3.4,7.8|. Procedure: To a solution of 5-bromomethyl-2,3-dihydro-benzo[b]thiophene 1,1-dioxide (55 mg, 0.21 mmol), 4-(4-amino-isoxazol-3-yl)-phenol (37 mg, 0.21 mmol) in DMF (2 mL) was added tetrabutylammonium iodide (8 mg, 0.021 mmol) and K2CO3 (58 mg, 0.42 mmol). After stirring for 4 h at rt, the reaction mixture was poured into water and extracted three times with ethyl acetate. The combined organic layers were washed three times with water, once with brine and dried over Na2SO4. Filtration followed by removal of ... The reactants are C(=O)(OCC1=CC=CC=C1)NCC(=O)O (Cbz glycine), C1(=CC=CC=C1)P(C1=CC=CC=C1)C1=CC=CC=C1 (triphenylphosphine), CC(C)OC(=O)/N=N/C(=O)OC(C)C (DIAD), FC=1C(NC(N([C@H]2[C@H](O)[C@H](O)[C@@H](CO)O2)C1)=O)=O (5-Fluorouridine). Solvent: O1CCCC1 (tetrahydrofuran), CN(C)C=O (DMF). Conditions: time 48 hour. Product: C(C1=CC=CC=C1)OC(=O)NCC(=O)[C@@]1([C@H](O)[C@H](O)[C@@H](CO)O1)N1C(=O)NC(=O)C(=C1)F (N-(Benzyloxycarbonyl)-glycyl-5-fluorouridine). The yield is 26.5%. RXN SMILES: [F:1][C:2]1[C:3](=[O:18])[NH:4][C:5](=[O:17])[N:6]([CH:16]=1)[C@@H:7]1[O:15][C@H:12]([CH2:13][OH:14])[C@@H:10]([OH:11])[C@H:8]1[OH:9].[C:19]([NH:29][CH2:30][C:31](O)=[O:32])([O:21][CH2:22][C:23]1[CH:28]=[CH:27][CH:26]=[CH:25][CH:24]=1)=[O:20].C1(P(C2C=CC=CC=2)C2C=CC=CC=2)C=CC=CC=1.CC(OC(/N=N/C(OC(C)C)=O)=O)C>O1CCCC1.CN(C=O)C>[CH2:22]([O:21][C:19]([NH:29][CH2:30][C:31]([C@@:7]1([N:6]2[CH:16]=[C:2]([F:1])[C:3](=[O:18])[NH:4][C:5]2=[O:17])[O:15][C@H:12]([CH2:13][OH:14])[C@@H:10]([OH:11])[C@H:8]1[OH:9])=[O:32])=[O:20])[C:23]1[CH:28]=[CH:27][CH:26]=[CH:25][CH:24]=1. Procedure: 5-Fluorouridine (0.300 g, 1.144 mmol, Sigma) was suspended in 4.0 mL of anhydrous tetrahydrofuran under nitrogen. Dry DMF (0.25 mL) was added. Slowly, the solid dissolved. Cbz glycine (0.239 g, 1.142 mmol, Aldrich), triphenylphosphine (0.300 g, 1.144 mmol), and DIAD (0.220 g, 1.088 mmol) were added. The yellow solution was stirred for 48 h. The solution was concentrated under reduced pressure and chromatographed eluting successively with 1:20 MeOH:CHCl3, 1:10 MeOH:CHCl3, then 1:5 MeOH:CHCl3 to p...